Dataset: the Open Reaction Database (ORD), a public repository of structured organic reaction records. Task: describe an organic reaction: reactants, conditions, products, and yield Starting materials: COC(C1=CC=C(C=C1)C(CCCCCC)O)=O (4-(1-hydroxy-heptyl)-benzoic acid methyl ester), N(=NC(=O)N1CCCCC1)C(=O)N1CCCCC1 (1,1′-(azodicarbonyl)dipiperidine), BrC1=C(C=C(C=C1C)O)C (4-bromo-3,5-dimethyl-phenol), C(CCC)P(CCCC)CCCC (tributylphosphine). Run in C1(=CC=CC=C1)C (toluene). Conditions: time 8 hour. Product: COC(C1=CC=C(C=C1)C(CCCCCC)OC1=CC=C(C=C1)Br)=O (4-[1-(4-bromo-phenoxyl)-heptyl]-benzoic acid methyl ester). Reaction SMILES: [CH3:1][O:2][C:3](=[O:18])[C:4]1[CH:9]=[CH:8][C:7]([CH:10]([OH:17])[CH2:11][CH2:12][CH2:13][CH2:14][CH2:15][CH3:16])=[CH:6][CH:5]=1.N(C(N1CCCCC1)=O)=NC(N1CCCCC1)=O.C(P(CCCC)CCCC)CCC.[Br:50][C:51]1[C:56](C)=[CH:55][C:54](O)=[CH:53][C:52]=1C>C1(C)C=CC=CC=1>[CH3:1][O:2][C:3](=[O:18])[C:4]1[CH:9]=[CH:8][C:7]([CH:10]([O:17][C:54]2[CH:55]=[CH:56][C:51]([Br:50])=[CH:52][CH:53]=2)[CH2:11][CH2:12][CH2:13][CH2:14][CH2:15][CH3:16])=[CH:6][CH:5]=1. Reported procedure: To a solution of 4-(1-hydroxy-heptyl)-benzoic acid methyl ester (1000 mg, 4.0 mmol) in toluene (40 mL) is added 1,1′-(azodicarbonyl)dipiperidine (ADDP, 1514 mg, 6.0 mmol) at 0° C., followed by the additions of tributylphosphine (1.49 mL, 6.0 mmol) and 4-bromo-3,5-dimethyl-phenol (965 mg, 4.8 mmol). The reaction mixture is warmed up to room temperature and stirred overnight. The mixture is loaded on silica gel, eluted with hexanes with a gradient from 0% of ethyl acetate to 50% of ethyl acetate g... Reported procedure: A stirred mixture of 4-hydroxy-alpha-oxobenzeneacetic acid methyl ester (0.724 g) in dimethylformamide (10 mL) under argon was treated with 55% sodium hydride dispersion in mineral oil (0. 175 g) and stirred for 15 minutes. The mesylate of phenethyl alcohol (1.28 g) was added and the mixture was stirred and heated under argon at 60° C. overnight. The cooled mixture was treated with glacial acetic acid (3 drops) and the volatiles were removed under vacuum. The residue was mixed with water, the pr... The reagents and catalysts are C(C)(=O)O (acetic acid). Reaction SMILES: [CH3:1][O:2][C:3](=[O:13])[C:4](=[O:12])[C:5]1[CH:10]=[CH:9][C:8]([OH:11])=[CH:7][CH:6]=1.[H-].[Na+].S([O-])(=O)(=O)C.[CH2:21](O)[CH2:22][C:23]1[CH:28]=[CH:27][CH:26]=[CH:25][CH:24]=1>CN(C)C=O.C(O)(=O)C>[CH3:1][O:2][C:3](=[O:13])[C:4](=[O:12])[C:5]1[CH:10]=[CH:9][C:8]([O:11][CH2:21][CH2:22][C:23]2[CH:28]=[CH:27][CH:26]=[CH:25][CH:24]=2)=[CH:7][CH:6]=1 |f:1.2|. Yield: 35.0%. The solvent is CN(C=O)C (dimethylformamide). Reaction conditions: temperature 60 celsius, time 15 minute. Reactants: [H-].[Na+] (sodium hydride), COC(C(C1=CC=C(C=C1)O)=O)=O (4-hydroxy-alpha-oxobenzeneacetic acid methyl ester), S(C)(=O)(=O)[O-] (mesylate), C(CC1=CC=CC=C1)O (phenethyl alcohol). The product is COC(C(C1=CC=C(C=C1)OCCC1=CC=CC=C1)=O)=O (4-[(2-phenylethyl)oxy]-alpha-oxobenzeneacetic acid methyl ester). The reactants are Cl.Cl.NC1=CC(=C(C(=O)NCC2CCNCC2)C=C1Cl)OC (4-Amino-5-chloro-2-methoxy-N-(piperidin-4-ylmethyl)benzamide dihydrochloride), BrCCCCCC(=O)C1=CN(C2=CC=C(C=C12)OC)C (6-bromo-1-(5-methoxy-1-methyl-1 H-indol-3-yl)-l-hexanone). Product: NC1=CC(=C(C(=O)NCC2CCN(CC2)CCCCCC(=O)C2=CN(C3=CC=C(C=C23)OC)C)C=C1Cl)OC (4-amino-5-chloro-2-methoxy-N-((1-(6-(5-methoxy-1-methyl-1 H-indol-3-yl)-6-oxohexyl)piperidin-4-yl)methyl)benzamide). RXN SMILES: Cl.Cl.[NH2:3][C:4]1[C:19]([Cl:20])=[CH:18][C:7]([C:8]([NH:10][CH2:11][CH:12]2[CH2:17][CH2:16][NH:15][CH2:14][CH2:13]2)=[O:9])=[C:6]([O:21][CH3:22])[CH:5]=1.Br[CH2:24][CH2:25][CH2:26][CH2:27][CH2:28][C:29]([C:31]1[C:39]2[C:34](=[CH:35][CH:36]=[C:37]([O:40][CH3:41])[CH:38]=2)[N:33]([CH3:42])[CH:32]=1)=[O:30]>>[NH2:3][C:4]1[C:19]([Cl:20])=[CH:18][C:7]([C:8]([NH:10][CH2:11][CH:12]2[CH2:13][CH2:14][N:15]([CH2:24][CH2:25][CH2:26][CH2:27][CH2:28][C:29]([C:31]3[C:39]4[C:34](=[CH:35][CH:36]=[C:37]([O:40][CH3:41])[CH:38]=4)[N:33]([CH3:42])[CH:32]=3)=[O:30])[CH2:16][CH2:17]2)=[O:9])=[C:6]([O:21][CH3:22])[CH:5]=1 |f:0.1.2|. Reported procedure: 4-Amino-5-chloro-2-methoxy-N-(piperidin-4-ylmethyl)benzamide dihydrochloride as starting compound and 6-bromo-1-(5-methoxy-1-methyl-1 H-indol-3-yl)-l-hexanone are reacted and treated in the same manner as in Example 199 to give 4-amino-5-chloro-2-methoxy-N-((1-(6-(5-methoxy-1-methyl-1 H-indol-3-yl)-6-oxohexyl)piperidin-4-yl)methyl)benzamide. The reactants are N(=NC(=O)OC(C)C)C(=O)OC(C)C (Diisopropyl azodicarboxylate), OC1COCC1 (3-Hydroxytetrahydrofuran), CC(CN1C(=NC=2C=NC=3C=C(C=CC3C21)O)CCC)C (1-(2-methylpropyl)-2-propyl-1H-imidazo[4,5-c]quinolin-7-ol), C1(=CC=CC=C1)P(C1=CC=CC=C1)C1=CC=CC=C1 (triphenylphosphine). Solvent: C1CCOC1 (THF). Conditions: time 48 hour. The product is CC(CN1C(=NC=2C=NC=3C=C(C=CC3C21)OC2COCC2)CCC)C (1-(2-methylpropyl)-2-propyl-7-(tetrahydrofuran-3-yloxy)-1H-imidazo[4,5-c]quinoline). Yield: 88.9%. As a reaction SMILES: [OH:1][CH:2]1[CH2:6][CH2:5][O:4][CH2:3]1.[CH3:7][CH:8]([CH3:27])[CH2:9][N:10]1[C:22]2[C:21]3[CH:20]=[CH:19][C:18](O)=[CH:17][C:16]=3[N:15]=[CH:14][C:13]=2[N:12]=[C:11]1[CH2:24][CH2:25][CH3:26].C1(P(C2C=CC=CC=2)C2C=CC=CC=2)C=CC=CC=1.N(C(OC(C)C)=O)=NC(OC(C)C)=O>C1COCC1>[CH3:7][CH:8]([CH3:27])[CH2:9][N:10]1[C:22]2[C:21]3[CH:20]=[CH:19][C:18]([O:1][CH:2]4[CH2:6][CH2:5][O:4][CH2:3]4)=[CH:17][C:16]=3[N:15]=[CH:14][C:13]=2[N:12]=[C:11]1[CH2:24][CH2:25][CH3:26]. Procedure: 3-Hydroxytetrahydrofuran (0.375 mL, 4.64 mmol) was added to a suspension of 1-(2-methylpropyl)-2-propyl-1H-imidazo[4,5-c]quinolin-7-ol (1.0 g, 3.5 mmol) and triphenylphosphine (1.5 g, 5.7 mmol) in THF. Diisopropyl azodicarboxylate (1.1 mL, 5.6 mmol) was added dropwise over a period of three minutes, and the reaction was stirred for 48 hours. The solvent was removed under reduced pressure, the residue was purified by column chromatography on silica gel (eluting with 98:2 dichloromethane:methanol)... The reactants are CC(C(=O)OC(C)(C)C)c1ccc(N2Cc3ccc(Br)cc3C2=O)cc1, O=C([O-])[O-], COCCOC, CCOC(C)=O, CC=CB(O)O, [Cs+], [Cs+], O, c1ccc(P(c2ccccc2)(c2ccccc2)[Pd](P(c2ccccc2)(c2ccccc2)c2ccccc2)(P(c2ccccc2)(c2ccccc2)c2ccccc2)P(c2ccccc2)(c2ccccc2)c2ccccc2)cc1. The product is CC=Cc1ccc2c(c1)C(=O)N(c1ccc(C(C)C(=O)OC(C)(C)C)cc1)C2. RXN SMILES: [Br:1][c:2]1[cH:3][cH:4][c:5]2[c:9]([cH:10]1)[C:8](=[O:11])[N:7]([c:12]1[cH:13][cH:14][c:15]([CH:18]([C:19](=[O:20])[O:21][C:22]([CH3:23])([CH3:24])[CH3:25])[CH3:26])[cH:16][cH:17]1)[CH2:6]2.[C:33](=[O:34])([O-:35])[O-:36].[CH3:39][O:40][CH2:41][CH2:42][O:43][CH3:44].[CH3:46][CH2:47][O:48][C:49](=[O:50])[CH3:51].[CH:27](=[CH:28][CH3:29])[B:30]([OH:31])[OH:32].[Cs+:37].[Cs+:38].[OH2:45].[cH:52]1[cH:53][cH:54][c:55]([P:56]([Pd:57]([P:58]([c:59]2[cH:60][cH:61][cH:62][cH:63][cH:64]2)([c:65]2[cH:66][cH:67][cH:68][cH:69][cH:70]2)[c:71]2[cH:72][cH:73][cH:74][cH:75][cH:76]2)([P:77]([c:78]2[cH:79][cH:80][cH:81][cH:82][cH:83]2)([c:84]2[cH:85][cH:86][cH:87][cH:88][cH:89]2)[c:90]2[cH:91][cH:92][cH:93][cH:94][cH:95]2)[P:96]([c:97]2[cH:98][cH:99][cH:100][cH:101][cH:102]2)([c:103]2[cH:104][cH:105][cH:106][cH:107][cH:108]2)[c:109]2[cH:110][cH:111][cH:112][cH:113][cH:114]2)([c:115]2[cH:116][cH:117][cH:118][cH:119][cH:120]2)[c:121]2[cH:122][cH:123][cH:124][cH:125][cH:126]2)[cH:127][cH:128]1>>[c:2]1([CH:27]=[CH:28][CH3:29])[cH:3][cH:4][c:5]2[c:9]([cH:10]1)[C:8](=[O:11])[N:7]([c:12]1[cH:13][cH:14][c:15]([CH:18]([C:19](=[O:20])[O:21][C:22]([CH3:23])([CH3:24])[CH3:25])[CH3:26])[cH:16][cH:17]1)[CH2:6]2. Reactants: O (water), ClC1=C(C(=CC(=C1)C(F)(F)F)Cl)N1N=CC(=N1)CO ([2-(2,6-dichloro-4-trifluoromethylphenyl)-2H-1,2,3-triazol-4-yl]methanol), [H-].[Na+] (sodium hydride), CI (methyl iodide). The solvent is O1CCCC1 (tetrahydrofuran). Run at time 2 hour. The product is ClC1=C(C(=CC(=C1)C(F)(F)F)Cl)N1N=CC(=N1)COC (2-(2,6-dichloro-4-trifluoromethylphenyl)-4-methoxymethyl-2H-1,2,3-triazole). As a reaction SMILES: [Cl:1][C:2]1[CH:7]=[C:6]([C:8]([F:11])([F:10])[F:9])[CH:5]=[C:4]([Cl:12])[C:3]=1[N:13]1[N:17]=[C:16]([CH2:18][OH:19])[CH:15]=[N:14]1.[H-].[Na+].[CH3:22]I.O>O1CCCC1>[Cl:12][C:4]1[CH:5]=[C:6]([C:8]([F:11])([F:10])[F:9])[CH:7]=[C:2]([Cl:1])[C:3]=1[N:13]1[N:17]=[C:16]([CH2:18][O:19][CH3:22])[CH:15]=[N:14]1 |f:1.2|. Procedure details: A mixture of [2-(2,6-dichloro-4-trifluoromethylphenyl)-2H-1,2,3-triazol-4-yl]methanol (1.5 g), sodium hydride (0.15 g) and methyl iodide (0.7 g) in tetrahydrofuran (30 ml) was stirred at room temperature for 2 hours and left over the weekend. The mixture was added to water and extracted with ether. The extract was worked up to give 2-(2,6-dichloro-4-trifluoromethylphenyl)-4-methoxymethyl-2H-1,2,3-triazole, m.p. 32°-33°. (Compound 20)